The task is: describe an organic reaction: reactants, conditions, products, and yield. This data is from the Open Reaction Database (ORD), a public repository of structured organic reaction records. Reactants: O1CCC(=CC1)C1=CC(=C(C(=C1)C)C=1C=CC=2C3=C(C(N(C2C1)CC1=C(C=C(C=C1)OC)OC)=O)C=NN3C3CCOCC3)C (7-[4-(3,6-dihydro-2H-pyran-4-yl)-2,6-dimethylphenyl]-5-(2,4-dimethoxybenzyl)-1-(tetrahydro-2H-pyran-4-yl)-1H-pyrazolo[4,3-c]quinolin-4(5H)-one), C1CCOC1 (THF), [H][H] (hydrogen). Reagents/catalysts: [C].[Pd] (palladium carbon). Solvent: C(C)O (ethanol). Conditions: temperature 60 celsius, time 14 hour. The product is CC1=C(C(=CC(=C1)C1CCOCC1)C)C=1C=CC=2C3=C(C(NC2C1)=O)C=NN3C3CCOCC3 (7-[2,6-dimethyl-4-(tetrahydro-2H-pyran-4-yl)phenyl]-1-(tetrahydro-2H-pyran-4-yl)-1H-pyrazolo[4,3-c]quinolin-4(5H)-one). The yield is 44.5%. RXN SMILES: [O:1]1[CH2:6][CH:5]=[C:4]([C:7]2[CH:12]=[C:11]([CH3:13])[C:10]([C:14]3[CH:15]=[CH:16][C:17]4[C:18]5[N:38]([CH:39]6[CH2:44][CH2:43][O:42][CH2:41][CH2:40]6)[N:37]=[CH:36][C:19]=5[C:20](=[O:35])[N:21](CC5C=CC(OC)=CC=5OC)[C:22]=4[CH:23]=3)=[C:9]([CH3:45])[CH:8]=2)[CH2:3][CH2:2]1.C1COCC1.[H][H]>C(O)C.[C].[Pd]>[CH3:13][C:11]1[CH:12]=[C:7]([CH:4]2[CH2:3][CH2:2][O:1][CH2:6][CH2:5]2)[CH:8]=[C:9]([CH3:45])[C:10]=1[C:14]1[CH:15]=[CH:16][C:17]2[C:18]3[N:38]([CH:39]4[CH2:44][CH2:43][O:42][CH2:41][CH2:40]4)[N:37]=[CH:36][C:19]=3[C:20](=[O:35])[NH:21][C:22]=2[CH:23]=1 |f:4.5|. Reported procedure: 10% palladium carbon (50% wet, 15 mg) was added to a solution of 7-[4-(3,6-dihydro-2H-pyran-4-yl)-2,6-dimethylphenyl]-5-(2,4-dimethoxybenzyl)-1-(tetrahydro-2H-pyran-4-yl)-1H-pyrazolo[4,3-c]quinolin-4(5H)-one (44 mg) in ethanol (2 mL)-THF (2 mL). The reaction mixture was stirred at mom temperature for four hours and 35 minutes in a hydrogen atmosphere. The catalyst was removed from the reaction mixture by filtration, and the filtrate was then concentrated under reduced pressure. TFA (1.5 mL) was ... Reactants: C(C)OC(=O)C1=CC2=C(N=C(N=C2Cl)N)S1 (2-amino-4-chloro-thieno[2,3-d]pyrimidine-6-carboxylic acid ethyl ester), O1COC2=C1C=CC(=C2)CC#N (benzo[1,3]dioxol-5-yl-acetonitrile), [H-].[Na+] (sodium hydride). Solvent: [Cl-].[Na+].O (brine), CN(C)C=O (DMF). Run at time 8 hour. Yields the product C(C)OC(=O)C1=CC2=C(N=C(N=C2C(C#N)C2=CC3=C(OCO3)C=C2)N)S1 (2-Amino-4-(benzo[1,3]dioxol-5-yl-cyano-methyl)-thieno[2,3-d]pyrimidine-6-carboxylic acid ethyl ester). Reaction SMILES: [CH2:1]([O:3][C:4]([C:6]1[S:16][C:9]2[N:10]=[C:11]([NH2:15])[N:12]=[C:13](Cl)[C:8]=2[CH:7]=1)=[O:5])[CH3:2].[O:17]1[C:21]2[CH:22]=[CH:23][C:24]([CH2:26][C:27]#[N:28])=[CH:25][C:20]=2[O:19][CH2:18]1.[H-].[Na+]>CN(C=O)C.[Cl-].[Na+].O>[CH2:1]([O:3][C:4]([C:6]1[S:16][C:9]2[N:10]=[C:11]([NH2:15])[N:12]=[C:13]([CH:26]([C:24]3[CH:23]=[CH:22][C:21]4[O:17][CH2:18][O:19][C:20]=4[CH:25]=3)[C:27]#[N:28])[C:8]=2[CH:7]=1)=[O:5])[CH3:2] |f:2.3,5.6.7|. Reported procedure: To a solution of 2-amino-4-chloro-thieno[2,3-d]pyrimidine-6-carboxylic acid ethyl ester (1 equiv.) and benzo[1,3]dioxol-5-yl-acetonitrile (1 mole eq.) in DMF at room temperature, sodium hydride (1.1 mole eq., 60% in mineral oil) was added. The mixture was stirred at this temperature overnight under argon. After that, it was diluted with brine and extracted with ethyl acetate. The combined organic portions were washed with brine and water and dried with sodium sulphate. After filtration and evapo... Starting materials: [BH4-], N#Cc1cccc(C=O)c1[N+](=O)[O-], CCO, [Na+], C1CCOC1. Yields the product N#Cc1cccc(CO)c1[N+](=O)[O-]. RXN SMILES: [BH4-:1].[C:3](#[N:4])[c:5]1[c:6]([N+:13](=[O:14])[O-:15])[c:7]([CH:8]=[O:9])[cH:10][cH:11][cH:12]1.[CH3:21][CH2:22][OH:23].[Na+:2].[O:16]1[CH2:17][CH2:18][CH2:19][CH2:20]1>>[C:3](#[N:4])[c:5]1[c:6]([N+:13](=[O:14])[O-:15])[c:7]([CH2:8][OH:9])[cH:10][cH:11][cH:12]1. Product: O1C(=CC=C1)C=1OC(=C(N1)COC1=C(C=C(COC2=NN(C=C2CC#N)C2=CC=CC=C2)C=C1)OC)C ({3-[(4-{[2-(2-furyl)-5-methyl-1,3-oxazol-4-yl]methoxy}-3-methoxybenzyl)oxy]-1-phenyl-1H-pyrazol-4-yl}acetonitrile). Isolated yield 60.4%. Starting materials: O1C(=CC=C1)C=1OC(=C(N1)COC1=C(C=C(COC2=NN(C=C2C=O)C2=CC=CC=C2)C=C1)OC)C (3-[(4-{[2-(2-furyl)-5-methyl-1,3-oxazol-4-yl]methoxy}-3-methoxybenzyl)oxy]-1-phenyl-1H-pyrazole-4-carbaldehyde), O1CCCC1 (tetrahydrofuran), CC(C)([O-])C.[K+] (potassium tert-butoxide), C1(=CC=C(C=C1)S(=O)(=O)C[N+]#[C-])C (p-toluenesulfonyl methylisocyanide). As a reaction SMILES: CC(C)([O-])C.[K+].C1(C)C=CC(S([CH2:16][N+:17]#[C-])(=O)=O)=CC=1.[O:20]1[CH:24]=[CH:23][CH:22]=[C:21]1[C:25]1[O:26][C:27]([CH3:55])=[C:28]([CH2:30][O:31][C:32]2[CH:52]=[CH:51][C:35]([CH2:36][O:37][C:38]3[C:42]([CH:43]=O)=[CH:41][N:40]([C:45]4[CH:50]=[CH:49][CH:48]=[CH:47][CH:46]=4)[N:39]=3)=[CH:34][C:33]=2[O:53][CH3:54])[N:29]=1.O1CCCC1>C(COC)OC.O.CO>[O:20]1[CH:24]=[CH:23][CH:22]=[C:21]1[C:25]1[O:26][C:27]([CH3:55])=[C:28]([CH2:30][O:31][C:32]2[CH:52]=[CH:51][C:35]([CH2:36][O:37][C:38]3[C:42]([CH2:43][C:16]#[N:17])=[CH:41][N:40]([C:45]4[CH:46]=[CH:47][CH:48]=[CH:49][CH:50]=4)[N:39]=3)=[CH:34][C:33]=2[O:53][CH3:54])[N:29]=1 |f:0.1|. Conditions: time 1 hour. Run in C(OC)COC (dimethoxyethane), CO (Methanol), C(OC)COC (dimethoxyethane), O (water). Procedure details: To a mixture of potassium tert-butoxide (0.94 g) and dimethoxyethane (30 mL) was added p-toluenesulfonyl methylisocyanide (0.86 g) at −78° C., and a solution of 3-[(4-{[2-(2-furyl)-5-methyl-1,3-oxazol-4-yl]methoxy}-3-methoxybenzyl)oxy]-1-phenyl-1H-pyrazole-4-carbaldehyde (1.96 g) in dimethoxyethane (50 mL)-tetrahydrofuran (10 mL) was added at −78° C. After stirring at the same temperature for 1 hr, the reaction mixture was heated to room temperature. Methanol (30 mL) was added to the obtained mi... Starting materials: CC1=CC=C(C=C)C=C1 (p-methylstyrene), C(CCC)[Li] (n-butyllithium), C=CC=C (butadiene), CC1=CC=C(C=C)C=C1 (p-MS), C=CC=C (Butadiene), C(CCC)[Li] (n-butyllithium). Run at temperature 35 celsius, time 3.6 hour. Product: CC1=CC=C(C=C)C=C1.C=CC=C (Para-Methylstyrene 1,3-Butadiene). As a reaction SMILES: [CH3:1][C:2]1[CH:9]=[CH:8][C:5]([CH:6]=[CH2:7])=[CH:4][CH:3]=1.[CH2:10]=[CH:11][CH:12]=[CH2:13].C([Li])CCC>>[CH3:1][C:2]1[CH:9]=[CH:8][C:5]([CH:6]=[CH2:7])=[CH:4][CH:3]=1.[CH2:10]=[CH:11][CH:12]=[CH2:13] |f:3.4|. Procedure details: One thousand milliliters of purified pentane and 100 mL of tetrahydrofuran distilled over benzophenone ketyl were introduced under a nitrogen atmosphere into a two quart glass bowled stirred pressure reactor. The reactor was equipped with an air driven stirrer, a pressure gauge, a thermometer well, a heat exchange coil, a top surface inlet valve, a dip tube feeder with a valve, a syringe injection port containing a Viton rubber gasket, and a blow-out disk (200 psi). One milliliter of a 0.1M dipy... The reactants are C(C)(C)(C)OC(=O)N1C(CN(CC1)C(=O)OC(C)(C)C)CC1=C(C=CC=C1)N1C=NC=2N(C(N(C(C12)=O)C)=O)C (2-[2-(1,3-dimethyl-2,6-dioxo-1,2,3,6-tetrahydropurin-7-yl)benzyl]piperazine-1,4-dicarboxylic acid di-tert-butyl ester), FC(C(=O)O)(F)F (trifluoroacetic acid). Reaction conditions: time 30 minute. Yields the product FC(C(=O)O)(F)F.CN1C(N(C(C2=C1N=C1N3C(CC4=C(N21)C=CC=C4)CNCC3)=O)C)=O (1,3-Dimethyl-9,9a,10,11,12,13-hexahydro-1H-1,3,4b,11,13a,14-hexaazatribenzo[a,e,h]azulene-2,4-dione trifluoroacetate). RXN SMILES: C(OC([N:8]1[CH2:13][CH2:12][N:11](C(OC(C)(C)C)=O)[CH2:10][CH:9]1[CH2:21][C:22]1[CH:27]=[CH:26][CH:25]=[CH:24][C:23]=1[N:28]1[C:36]2[C:35](=[O:37])[N:34]([CH3:38])[C:33](=[O:39])[N:32]([CH3:40])[C:31]=2[N:30]=[CH:29]1)=O)(C)(C)C.[F:41][C:42]([F:47])([F:46])[C:43]([OH:45])=[O:44]>>[F:41][C:42]([F:47])([F:46])[C:43]([OH:45])=[O:44].[CH3:40][N:32]1[C:31]2[N:30]=[C:29]3[N:28]([C:36]=2[C:35](=[O:37])[N:34]([CH3:38])[C:33]1=[O:39])[C:23]1[CH:24]=[CH:25][CH:26]=[CH:27][C:22]=1[CH2:21][CH:9]1[CH2:10][NH:11][CH2:12][CH2:13][N:8]31 |f:2.3|. Reported procedure: 2-[2-(1,3-dimethyl-2,6-dioxo-1,2,3,6-tetrahydropurin-7-yl)benzyl]piperazine-1,4-dicarboxylic acid di-tert-butyl ester (0.055 g) was dissolved in trifluoroacetic acid (0.5 ml), the mixture was stirred for 30 minutes, and the solvent was removed by distillation at reduced pressure. The residue was dissolved in N,N-dimethylformamide, and N-chlorosuccinimide (0.025 g) was added to the solution. The mixture was stirred at room temperature for 14 hours, 1,8-diazabicyclo-[5,4,0]-7-undecene (0.050 ml) w... Starting materials: CN(C1=CC=C(C=O)C=C1)C (4-dimethylaminobenzaldehyde), CN(C1=CC=CC=C1)C (dimethylaniline), Cl (HCl). Procedure details: A mixture consisting of 44.76 g (0.3 mole) of the 4-dimethylaminobenzaldehyde thus obtained, 76.3 g (0.63 mole) of dimethylaniline and 247 g of a 20% aqueous HCl solution was condensed by stirring it at 100° C. for 8 hours to obtain 106.4 g of tris(4-dimethylaminophenyl)methane. Yields the product CN(C1=CC=C(C=C1)C(C1=CC=C(C=C1)N(C)C)C1=CC=C(C=C1)N(C)C)C (tris(4-dimethylaminophenyl)methane). The yield is 189.9%. RXN SMILES: [CH3:1][N:2]([CH3:11])[C:3]1[CH:10]=[CH:9][C:6]([CH:7]=O)=[CH:5][CH:4]=1.[CH3:12][N:13]([CH3:20])[C:14]1[CH:19]=[CH:18][CH:17]=[CH:16][CH:15]=1.Cl>>[CH3:1][N:2]([CH3:11])[C:3]1[CH:10]=[CH:9][C:6]([CH:7]([C:6]2[CH:9]=[CH:10][C:3]([N:2]([CH3:11])[CH3:1])=[CH:4][CH:5]=2)[C:17]2[CH:18]=[CH:19][C:14]([N:13]([CH3:20])[CH3:12])=[CH:15][CH:16]=2)=[CH:5][CH:4]=1. Run at temperature 100 celsius, time 8 hour. Starting materials: C[C@H](/C=C/[C@H](C)C(C)C)[C@H]1CC[C@@H]2[C@@]1(CC[C@H]3C2=CC=C4[C@@]3(CC[C@@H](C4)O)C)C (ergosterol), C1(=CC=C(C=C1)S(=O)(=O)Cl)C (p-toluenesulfonyl chloride). The solvent is N1=CC=CC=C1 (pyridine). Product: C[C@H](/C=C/[C@H](C)C(C)C)[C@H]1CC[C@@H]2[C@@]1(CC[C@H]3C2=CC=C4[C@@]3(CC[C@@H](C4)O)C)C.S(=O)(=O)([O-])C1=CC=C(C)C=C1 (ergosterol tosylate). As a reaction SMILES: [CH3:1][C@@H:2]([C@@H:10]1[C@@:14]2([CH3:29])[CH2:15][CH2:16][C@@H:17]3[C@@:22]4([CH3:28])[CH2:23][CH2:24][C@H:25]([OH:27])[CH2:26][C:21]4=[CH:20][CH:19]=[C:18]3[C@@H:13]2[CH2:12][CH2:11]1)/[CH:3]=[CH:4]/[C@@H:5]([CH:7]([CH3:9])[CH3:8])[CH3:6].[C:30]1([CH3:40])[CH:35]=[CH:34][C:33]([S:36](Cl)(=[O:38])=[O:37])=[CH:32][CH:31]=1>N1C=CC=CC=1>[CH3:1][C@@H:2]([C@@H:10]1[C@@:14]2([CH3:29])[CH2:15][CH2:16][C@@H:17]3[C@@:22]4([CH3:28])[CH2:23][CH2:24][C@H:25]([OH:27])[CH2:26][C:21]4=[CH:20][CH:19]=[C:18]3[C@@H:13]2[CH2:12][CH2:11]1)/[CH:3]=[CH:4]/[C@@H:5]([CH:7]([CH3:8])[CH3:9])[CH3:6].[S:36]([C:33]1[CH:34]=[CH:35][C:30]([CH3:40])=[CH:31][CH:32]=1)([O-:27])(=[O:38])=[O:37] |f:3.4|. Procedure details: In the first step ergosterol (24β-methylcholesta-5,7,22-trien-3β-ol) is allowed to react with p-toluenesulfonyl chloride in pyridine at 22° C. to give ergosterol tosylate. In the second step, solvolysis of ergosterol tosylate in aqueous acetone with potassium bicarbonate gave i-ergosterol which when oxidized with chromic acid in pyridine yielded the i-ketone, 24β-methyl-3,5-cyclocholesta-7,22-dien-6-one-, (step 3). In step 4 the i-ketone is reduced with lithium in liquid ammonia to 24β-methyl-3,...